Dataset: the Open Reaction Database (ORD), a public repository of structured organic reaction records. Task: describe an organic reaction: reactants, conditions, products, and yield Reactants: C(=O)(OC(C)(C)C)N1C2=CC=C(C=C2C=2C=C3C(=C(C12)C)N(C=1C=CC(=CC13)F)C(=O)OC(C)(C)C)F (5,7-diBOC-2,10-difluoro-6-methylindolo[2,3-b]carbazole), FC(C(=O)O)(F)F (trifluoroacetic acid). Run in ClCCl (dichloromethane). Product: FC=1C=C2C=3C=C4C(=C(C3NC2=CC1)C)NC=1C=CC(=CC14)F (2,10-difluoro-6-methyl-5,7-dihydro-indolo[2,3-b]carbazole). The yield is 89.0%. RXN SMILES: C([N:8]1[C:20]2[C:19]([CH3:21])=[C:18]3[N:22](C(OC(C)(C)C)=O)[C:23]4[CH:24]=[CH:25][C:26]([F:29])=[CH:27][C:28]=4[C:17]3=[CH:16][C:15]=2[C:14]2[C:9]1=[CH:10][CH:11]=[C:12]([F:37])[CH:13]=2)(OC(C)(C)C)=O.FC(F)(F)C(O)=O>ClCCl>[F:29][C:26]1[CH:27]=[C:28]2[C:23](=[CH:24][CH:25]=1)[NH:22][C:18]1[C:19]([CH3:21])=[C:20]3[NH:8][C:9]4[CH:10]=[CH:11][C:12]([F:37])=[CH:13][C:14]=4[C:15]3=[CH:16][C:17]2=1. Procedure: A solution of 5,7-diBOC-2,10-difluoro-6-methylindolo[2,3-b]carbazole (4.45 g, 8.8 mmol) was stirred with a solution of 20% trifluoroacetic acid in dichloromethane (100 mL) at room temperature for two hours. The solvents were evaporated and the residue dissolved in ethyl acetate (200 mL). This was washed with saturated sodium bicarbonate solution (100 mL) and dried over magnesium sulfate. After evaporation of the solvent, the residue was chromatographed on silica gel, eluting with a gradient of d... Reactants: O=C([O-])O, CC(C)C(=O)Cl, COCCOC, Cl, Nc1ccc(C(=O)O)c(Cl)c1, [Na+], O. Yields the product CC(C)C(=O)Nc1ccc(C(=O)O)c(Cl)c1. As a reaction SMILES: [C:12](=[O:13])([OH:14])[O-:15].[CH3:17][CH:18]([C:19](=[O:20])[Cl:21])[CH3:22].[CH3:25][O:26][CH2:27][CH2:28][O:29][CH3:30].[ClH:23].[NH2:1][c:2]1[cH:3][cH:4][c:5]([C:6]([OH:7])=[O:8])[c:9]([Cl:10])[cH:11]1.[Na+:16].[OH2:24]>>[NH:1]([c:2]1[cH:3][cH:4][c:5]([C:6]([OH:7])=[O:8])[c:9]([Cl:10])[cH:11]1)[C:19]([CH:18]([CH3:17])[CH3:22])=[O:20]. Reactants: BrC=1C=C(C=CC1)S(=O)(=O)NC=1SC=CN1 (3-bromo-N-(thiazol-2-yl)benzenesulfonamide), COC1=C(C2=CC=C(C=C2C=C1)C1=CC(=CC=C1)OC)OB(O)O (2-methoxy-6-(3-methoxyphenyl)-naphthalene-1-ylboric acid). Yields the product COC1=C(C2=CC=C(C=C2C=C1)C1=CC(=CC=C1)OC)C=1C=C(C=CC1)S(=O)(=O)NC=1SC=CN1 (3-(2-Methoxy-6-(3-methoxyphenyl)naphthalene-1-yl)-N-(thiazol-2-yl)benzenesulfonamide). The yield is 14.0%. As a reaction SMILES: Br[C:2]1[CH:3]=[C:4]([S:8]([NH:11][C:12]2[S:13][CH:14]=[CH:15][N:16]=2)(=[O:10])=[O:9])[CH:5]=[CH:6][CH:7]=1.[CH3:17][O:18][C:19]1[CH:28]=[CH:27][C:26]2[C:21](=[CH:22][CH:23]=[C:24]([C:29]3[CH:34]=[CH:33][CH:32]=[C:31]([O:35][CH3:36])[CH:30]=3)[CH:25]=2)[C:20]=1OB(O)O>>[CH3:17][O:18][C:19]1[CH:28]=[CH:27][C:26]2[C:21](=[CH:22][CH:23]=[C:24]([C:29]3[CH:34]=[CH:33][CH:32]=[C:31]([O:35][CH3:36])[CH:30]=3)[CH:25]=2)[C:20]=1[C:2]1[CH:3]=[C:4]([S:8]([NH:11][C:12]2[S:13][CH:14]=[CH:15][N:16]=2)(=[O:10])=[O:9])[CH:5]=[CH:6][CH:7]=1. Procedure details: The compound is prepared by the reaction of 3-bromo-N-(thiazol-2-yl)benzenesulfonamide (88.8 mg, 0.28 mmol, 1 eq) with 2-methoxy-6-(3-methoxyphenyl)-naphthalene-1-ylboric acid (100 mg, 0.36 mmol, 1.3 eq) according to method C. Purification by column chromatography with dichloromethane/methanol 95/5 yields the desired compound in a yield of 14%, 19 mg. The reactants are BrC1=C(C=CC=C1)OC1=CC=CC=C1 (1-Bromo-2-phenoxybenzene), N1CCNCC1 (piperazine), 1A. Yields the product O(C1=CC=CC=C1)C1=C(C=CC=C1)N1CCNCC1 (1-(2-Phenoxy-phenyl)-piperazine). As a reaction SMILES: Br[C:2]1[CH:7]=[CH:6][CH:5]=[CH:4][C:3]=1[O:8][C:9]1[CH:14]=[CH:13][CH:12]=[CH:11][CH:10]=1.[NH:15]1[CH2:20][CH2:19][NH:18][CH2:17][CH2:16]1>>[O:8]([C:3]1[CH:4]=[CH:5][CH:6]=[CH:7][C:2]=1[N:15]1[CH2:20][CH2:19][NH:18][CH2:17][CH2:16]1)[C:9]1[CH:14]=[CH:13][CH:12]=[CH:11][CH:10]=1. Procedure details: A mixture of phenylboronic acid (5.12 g, 42 mmol), 2-bromophenol (3.55 g, 21 mmol), Cu(OAc)2 (7.63 g, 42 mmol), pyridine (8 ml, 103 mmol) and 4 Å molecular sieves (2.1 g) in CH2Cl2 was stirred at r.t. overnight. The mixture was diluted with CH2Cl2, filtered through celite, washed with 1M NaOH, brine and dried. Removal of solvent gave 1-bromo-2-phenoxybenzene, crystals (1.40 g, 27%). LRMS (ESI+): 248 (M+1). 1-Bromo-2-phenoxybenzene was coupled to piperazine using the Buchwald chemistry described ... Reactants: ClCC(C)=O (chloroacetone), OO (hydrogen peroxide), CC(C)S (2-propanethiol), [OH-].[K+] (potassium hydroxide). The reagents and catalysts are [O-][W](=O)(=O)[O-].[Na+].[Na+] (sodium tungstate). Run in C(C)O (ethanol). Reaction conditions: time 24 hour. Yields the product CC(C)S(=O)(=O)CC(=O)C (1-(1-methylethylsulfonyl)acetone). Isolated yield 71.9%. As a reaction SMILES: [CH3:1][CH:2]([SH:4])[CH3:3].[OH-:5].[K+].Cl[CH2:8][C:9](=[O:11])[CH3:10].[OH:12]O>C(O)C.[O-][W]([O-])(=O)=O.[Na+].[Na+]>[CH3:1][CH:2]([S:4]([CH2:8][C:9]([CH3:10])=[O:11])(=[O:12])=[O:5])[CH3:3] |f:1.2,6.7.8|. Procedure: To 2-propanethiol (12.2 g, 0.16 mole), a solution of potassium hydroxide (11.5 g, 0.174 mole) in ethanol (100 ml) was added dropwise at 15° C. or lower, and continued to stir at the same temperature for 24 hours. Then chloroacetone (23.1 g, 0.25 mole) was added dropwise at 10°-15° C., and reacted with stirring at 20° C. for 4 hours. To this mixture, sodium tungstate (0.8 g) was added, 30% hydrogen peroxide (36 g, 0.32 mole) was added dropwise at 45°-55° C., and reacted with stirring at room temp...